This data is from the Open Reaction Database (ORD), a public repository of structured organic reaction records. The task is: describe an organic reaction: reactants, conditions, products, and yield Starting materials: S(N)(OC[C@H]1C[C@H]([C@@H]2OC(O[C@@H]21)(C)C)NC2=NC=NC(=C2)N[C@H]2CCC1=CC=CC=C21)(=O)=O ([(3aR,4R,6R,6aS)-6-({6-[(1S)-2,3-dihydro-1H-inden-1-ylamino]pyrimidin-4-yl}amino)-2,2-dimethyltetrahydro-3aH-cyclopenta[d][1,3]dioxol-4-yl]-methyl sulfamate), FC(C(=O)O)(F)F (trifluoroacetic acid), O (H2O). Run at time 10 minute. Product: S(N)(OC[C@@H]1[C@H]([C@H]([C@@H](C1)NC1=NC=NC(=C1)N[C@H]1CCC2=CC=CC=C12)O)O)(=O)=O ([(1R,2R,3S,4R)-4-({6-[(1S)-2,3-Dihydro-1H-inden-1-ylamino]pyrimidin-4-yl}-amino)-2,3-dihydroxycyclopentyl]methyl sulfamate). Isolated yield 49.2%. As a reaction SMILES: [S:1](=[O:33])(=[O:32])([O:3][CH2:4][C@@H:5]1[C@@H:12]2[C@@H:8]([O:9]C(C)(C)[O:11]2)[C@H:7]([NH:15][C:16]2[CH:21]=[C:20]([NH:22][C@@H:23]3[C:31]4[C:26](=[CH:27][CH:28]=[CH:29][CH:30]=4)[CH2:25][CH2:24]3)[N:19]=[CH:18][N:17]=2)[CH2:6]1)[NH2:2].FC(F)(F)C(O)=O.O>>[S:1](=[O:33])(=[O:32])([O:3][CH2:4][C@H:5]1[CH2:6][C@@H:7]([NH:15][C:16]2[CH:21]=[C:20]([NH:22][C@@H:23]3[C:31]4[C:26](=[CH:27][CH:28]=[CH:29][CH:30]=4)[CH2:25][CH2:24]3)[N:19]=[CH:18][N:17]=2)[C@H:8]([OH:9])[C@@H:12]1[OH:11])[NH2:2]. Procedure details: A solution of [(3aR,4R,6R,6aS)-6-({6-[(1S)-2,3-dihydro-1H-inden-1-ylamino]pyrimidin-4-yl}amino)-2,2-dimethyltetrahydro-3aH-cyclopenta[d][1,3]dioxol-4-yl]-methyl sulfamate (60.0 mg, 0.126 mmol) was treated with a 9:1 mixture of trifluoroacetic acid in H2O (5.00 mL, 58.4 mmol) and the mixture was stirred for 10 min before being concentrated in vacuo. The crude material was purified via reverse phase C18 preparative HPLC eluting with a gradient of 5 to 70% of 0.1% FA/95% ACN/5% H2O in 0.1% FA/99% H... Starting materials: COC(C1=CC=C(C=C1)C(Cl)(Cl)Cl)=O (4-trichloromethylbenzoic acid methyl ester), NC=1C=C(C(=O)O)C=CC1O (3-amino-4-hydroxybenzoic acid). Reaction conditions: temperature 200 celsius. The product is C(=O)(OC)C1=CC=C(C=C1)C=1OC2=C(N1)C=C(C=C2)C(=O)O (2-(4-carbomethoxyphenyl)-5-carboxybenzoxazole). As a reaction SMILES: [CH3:1][O:2][C:3](=[O:14])[C:4]1[CH:9]=[CH:8][C:7]([C:10](Cl)(Cl)Cl)=[CH:6][CH:5]=1.[NH2:15][C:16]1[CH:17]=[C:18]([CH:22]=[CH:23][C:24]=1[OH:25])[C:19]([OH:21])=[O:20]>>[C:3]([C:4]1[CH:9]=[CH:8][C:7]([C:10]2[O:25][C:24]3[CH:23]=[CH:22][C:18]([C:19]([OH:21])=[O:20])=[CH:17][C:16]=3[N:15]=2)=[CH:6][CH:5]=1)([O:2][CH3:1])=[O:14]. Reported procedure: In the apparatus described in Example 1, 12.7 g of 4-trichloromethylbenzoic acid methyl ester (0.05 mol) and 7.5 g of 3-amino-4-hydroxybenzoic acid (0.05 mol) were mixed and heated for 6 hours at 200° C. The reaction product after grinding in a mortar was extracted twice with 100 ml of CHCl3 and then, after drying, twice with 100 ml of water. 9.2 g of raw product remained, melting at 275° to 284° C (62% of the theory). After two recrystallizations with dimethyl formamide plus active charcoal and... Product: Br.BrC1C(C=2C=CC=NC2CC1)=O (6-bromo-7,8-dihydro-5(6H)-quinolinone hydrobromide). Procedure: To a warm solution of 5.00 g (33.52 mmol) of 7,8-dihydro-5(6H)-quinolinone, prepared in Example 1, in 25 ml of 48% hydrobromic acid, was added dropwise 6.0 g (37.54 mmol) of bromine. The solution was stirred at room temperature for 1 hour, then concentrated to a yellow-white solide. Recrystallization from absolute ethanol afforded 9.20 g (88.5%) of 6-bromo-7,8-dihydro-5(6H)-quinolinone hydrobromide as a white solid; mp 187°-189° C. (dec.). Conditions: time 1 hour. Reaction SMILES: [N:1]1[C:10]2[CH2:9][CH2:8][CH2:7][C:6](=[O:11])[C:5]=2[CH:4]=[CH:3][CH:2]=1.[Br:12]Br>Br>[BrH:12].[Br:12][CH:7]1[CH2:8][CH2:9][C:10]2[N:1]=[CH:2][CH:3]=[CH:4][C:5]=2[C:6]1=[O:11] |f:3.4|. Yield: 159.7%. Run in Br (hydrobromic acid). Reactants: N1=CC=CC=2C(CCCC12)=O (7,8-dihydro-5(6H)-quinolinone), BrBr (bromine).